Dataset: the Open Reaction Database (ORD), a public repository of structured organic reaction records. Task: describe an organic reaction: reactants, conditions, products, and yield Reactants: [OH-].[Na+] (sodium hydroxide), COC1CNCC1 ((racemic)-3-methoxypyrrolidine), C(C#C)N1C(CCC1)=O (N-propargyl-2-pyrrolidinone), C=O (paraformaldehyde), cuprous chloride. The solvent is O (water), O1CCOCC1 (dioxane), C(C)(=O)O (acetic acid). Product: COC1CN(CC1)CC#CCN1C(CCC1)=O ((Racemic)-1-[4-(3-Methoxy-1-pyrrolidinyl)-2-butynyl]-2-pyrrolidinone). The yield is 61.0%. As a reaction SMILES: [CH3:1][O:2][CH:3]1[CH2:7][CH2:6][NH:5][CH2:4]1.[CH2:8]([N:11]1[CH2:15][CH2:14][CH2:13][C:12]1=[O:16])[C:9]#[CH:10].[CH2:17]=O.[OH-].[Na+]>O.O1CCOCC1.C(O)(=O)C>[CH3:1][O:2][CH:3]1[CH2:7][CH2:6][N:5]([CH2:17][C:10]#[C:9][CH2:8][N:11]2[CH2:15][CH2:14][CH2:13][C:12]2=[O:16])[CH2:4]1 |f:3.4|. Reported procedure: A mixture of 365 mg of (racemic)-3-methoxypyrrolidine, 530 mg of N-propargyl-2-pyrrolidinone, 180 mg of paraformaldehyde, 0.6 ml of acetic acid, 20 ml of dioxane and 10 mg of cuprous chloride was stirred at reflux under argon for 1 hour. The reaction was cooled and treated with a mixture of 3 ml of 5N sodium hydroxide and 2 ml of water. The mixture was extracted twice with dichloromethane. The extracts were combined, dried, filtered and concentrated in vacuo to an oil. The oil was purified by ch... Isolated yield 55.2%. Run at temperature 0 celsius, time 3 hour. Solvent: CO (MeOH). Reaction SMILES: [F:1][CH:2]([F:13])[C:3]1[S:4][CH:5]=[C:6]([C:8](OCC)=[O:9])[N:7]=1.[BH4-].[Na+]>CO>[F:1][CH:2]([F:13])[C:3]1[S:4][CH:5]=[C:6]([CH2:8][OH:9])[N:7]=1 |f:1.2|. Product: FC(C=1SC=C(N1)CO)F ((2-(Difluoromethyl)-1,3-thiazol-4-yl)methanol). Procedure: To a solution of ethyl 2-(difluoromethyl)thiazole-4-carboxylate (100 mg) in MeOH (1 ml) was added NaBH4 (36.5 mg) at 0° C., and the mixture was stirred at 0° C. for 3 h. The mixture was quenched with saturated NH4Cl solution, and extracted with EtOAc. The organic layer was separated, washed with water and brine successively, dried over MgSO4 and concentrated in vacuo. The residue was purified by NH silica gel column chromatography (hexane/EtOAc) to give the title compound (44.0 mg) as a pale yel... The reactants are FC(C=1SC=C(N1)C(=O)OCC)F (ethyl 2-(difluoromethyl)thiazole-4-carboxylate), [BH4-].[Na+] (NaBH4). Starting materials: N1C(CCC1C(=O)N1CCNCC1)=O (1-(2-pyrrolidone-5-carbonyl)piperazine), C([O-])([O-])=O.[K+].[K+] (potassium carbonate), ice water, C(OCC)(=O)Cl (ethyl chlorocarbonate). Solvent: C(C)#N (acetonitrile), C(C)#N (acetonitrile). Yields the product C(C)OC(=O)N1CCN(CC1)C(=O)C1CCC(N1)=O (4-Ethoxycarbonyl-1-(2-pyrrolidone-5-carbonyl)piperazine). The yield is 84.3%. Reaction SMILES: [NH:1]1[CH:5]([C:6]([N:8]2[CH2:13][CH2:12][NH:11][CH2:10][CH2:9]2)=[O:7])[CH2:4][CH2:3][C:2]1=[O:14].C(=O)([O-])[O-].[K+].[K+].[C:21](Cl)(=[O:25])[O:22][CH2:23][CH3:24]>C(#N)C>[CH2:23]([O:22][C:21]([N:11]1[CH2:10][CH2:9][N:8]([C:6]([CH:5]2[NH:1][C:2](=[O:14])[CH2:3][CH2:4]2)=[O:7])[CH2:13][CH2:12]1)=[O:25])[CH3:24] |f:1.2.3|. Procedure: A mixed solution of 2.1 g of 1-(2-pyrrolidone-5-carbonyl)piperazine, 2.5 g of anhydrous potassium carbonate and 120 ml of acetonitrile was cooled with ice water and 1.1 g of ethyl chlorocarbonate in 10 ml of acetonitrile was dropped therein with stirring. After dropping, the mixture was stirred overnight at room temperature. The solvent was evaporated from the reaction mixture in vacuo, methylene chloride was added to the residue, and insoluble matter was removed therefrom by filtration. The sol... The reactants are Cc1c([N+](=O)[O-])ccc2c1C(=O)NS2(=O)=O, [H][H], O. The product is Cc1c(N)ccc2c1C(=O)NS2(=O)=O. Reaction SMILES: [CH3:1][c:2]1[c:3]2[c:9]([cH:10][cH:11][c:12]1[N+:13]([O-:14])=[O:15])[S:6](=[O:7])(=[O:8])[NH:5][C:4]2=[O:16].[H:17][H:18].[OH2:19]>>[CH3:1][c:2]1[c:3]2[c:9]([cH:10][cH:11][c:12]1[NH2:13])[S:6](=[O:7])(=[O:8])[NH:5][C:4]2=[O:16]. The reactants are CC1=C(C=CC=C1)NC(NC1=C(C=C(C=C1)CC(=O)OCC)SCC1=CC=C(C=C1)OC)=S (ethyl 4-(N′-(2-methylphenyl)thioureido)-3-(4-methoxybenzylthio)phenylacetate), mercuric oxide, O (Water). The solvent is C(C)O (ethanol). Yields the product CC1=C(C=CC=C1)NC=1SC2=C(N1)C=CC(=C2)CC(=O)OCC (ethyl 2-(2-methylphenylamino)-6-benzothiazolylacetate). Yield: 83.1%. RXN SMILES: [CH3:1][C:2]1[CH:7]=[CH:6][CH:5]=[CH:4][C:3]=1[NH:8][C:9](=[S:33])[NH:10][C:11]1[CH:16]=[CH:15][C:14]([CH2:17][C:18]([O:20][CH2:21][CH3:22])=[O:19])=[CH:13][C:12]=1SCC1C=CC(OC)=CC=1.O>C(O)C>[CH3:1][C:2]1[CH:7]=[CH:6][CH:5]=[CH:4][C:3]=1[NH:8][C:9]1[S:33][C:12]2[CH:13]=[C:14]([CH2:17][C:18]([O:20][CH2:21][CH3:22])=[O:19])[CH:15]=[CH:16][C:11]=2[N:10]=1. Procedure: In ethanol (50 ml), ethyl 4-(N′-(2-methylphenyl)thioureido)-3-(4-methoxybenzylthio)phenylacetate (1.63 g, 3.40 mmol) and mercuric oxide (yellow) (1.10 g, 16.4 mmol) were stirred for one hour at 70° C. Water (50 ml) was added and the mixture was extracted with ethyl acetate. The extract was washed with water and a saturated aqueous solution of sodium bicarbonate, dried over anhydrous sodium sulfate and distilled under reduced pressure to remove the solvent. The residue was purified by chromatogra... Reactants: c1ccc2c(c1)CCN2, CI, [H-], [Na+], C1CCOC1. Yields the product CN1CCc2ccccc21. As a reaction SMILES: [CH2:3]1[CH2:4][c:5]2[cH:6][cH:7][cH:8][cH:9][c:10]2[NH:11]1.[CH3:12][I:13].[H-:2].[Na+:1].[O:14]1[CH2:15][CH2:16][CH2:17][CH2:18]1>>[CH2:3]1[CH2:4][c:5]2[cH:6][cH:7][cH:8][cH:9][c:10]2[N:11]1[CH3:12].